Dataset: the Open Reaction Database (ORD), a public repository of structured organic reaction records. Task: describe an organic reaction: reactants, conditions, products, and yield Reactants: C(C1=CC=CC=C1)OC(=O)NC1CC2=CC=C(C=C2C1)/C=C/C(=O)OCC (Ethyl (2E)-3-(2-{[(benzyloxy)carbonyl]amino}-2,3-dihydro-1H-inden-5-yl)acrylate), NC1=CC=C(C=C1)C1CC(CC1)C(=O)OC (Methyl 3-(4-aminophenyl)cyclopentanecarboxylate). The product is NC1CC2=CC=C(C=C2C1)CCC(=O)OCC (Ethyl 3-(2-amino-2,3-dihydro-1H-inden-5-yl)propanoate). RXN SMILES: C(OC([NH:11][CH:12]1[CH2:20][C:19]2[C:14](=[CH:15][CH:16]=[C:17](/[CH:21]=[CH:22]/[C:23]([O:25][CH2:26][CH3:27])=[O:24])[CH:18]=2)[CH2:13]1)=O)C1C=CC=CC=1.NC1C=CC(C2CCC(C(OC)=O)C2)=CC=1>>[NH2:11][CH:12]1[CH2:20][C:19]2[C:14](=[CH:15][CH:16]=[C:17]([CH2:21][CH2:22][C:23]([O:25][CH2:26][CH3:27])=[O:24])[CH:18]=2)[CH2:13]1. Procedure details: Ethyl (2E)-3-(2-{[(benzyloxy)carbonyl]amino}-2,3-dihydro-1H-inden-5-yl)acrylate was reduced by the general procedure of Intermediate 84, step (ii), to give the title compound (Intermediate 88); 1H NMR (CD3OD) δ 1.01-1.18 (m, 3H), 2.44-2.70 (m, 2H), 2.73-2.96 (m, 2H), 3.02-3.35 (m, 4H), 3.92-4.05 (m, 2H), 4.30-4.42 (m, 1H), 6.84-7.23 (m, 3H); MS m/e MH+ 234. Starting materials: FC=1C=C(OCC2=NC=C(C=C2)C)C=CC1[N+](=O)[O-] (2-((3-fluoro-4-nitrophenoxy)methyl)-5-methylpyridine), CC1=C(CNC=2C(=CC=C(C2)OCC2=NC=C(C=C2)C)N)C=CC(=C1)OC(F)(F)F (N1-(2-methyl-4-(trifluoromethoxy)benzyl)-5-((5-methylpyridin-2-yl)methoxy)benzene-1,2-diamine), C1(OC([C@@H]2CCCC[C@H]12)=O)=O (cis-hexahydroisobenzofuran-1,3-dione). Yields the product CC=1C=CC(=NC1)COC=1C=CC2=C(N(C(=N2)[C@@H]2[C@@H](CCCC2)C(=O)O)CC2=C(C=C(C=C2)OC(F)(F)F)C)C1 (racemic cis-2-{6-[(5-Methylpyridin-2-yl)methoxy]-1-[2-methyl-4-(trifluoromethoxy)benzyl]-1H-benzimidazol-2-yl}cyclohexanecarboxylic acid). RXN SMILES: FC1C=C(C=CC=1[N+]([O-])=O)OCC1C=CC(C)=CN=1.[CH3:20][C:21]1[CH:44]=[C:43]([O:45][C:46]([F:49])([F:48])[F:47])[CH:42]=[CH:41][C:22]=1[CH2:23][NH:24][C:25]1[C:26]([NH2:40])=[CH:27][CH:28]=[C:29]([O:31][CH2:32][C:33]2[CH:38]=[CH:37][C:36]([CH3:39])=[CH:35][N:34]=2)[CH:30]=1.[C:50]1(=[O:60])[C@@H:58]2[C@@H:53]([CH2:54][CH2:55][CH2:56][CH2:57]2)[C:52](=O)[O:51]1>>[CH3:39][C:36]1[CH:37]=[CH:38][C:33]([CH2:32][O:31][C:29]2[CH:28]=[CH:27][C:26]3[N:40]=[C:52]([C@H:53]4[CH2:54][CH2:55][CH2:56][CH2:57][C@H:58]4[C:50]([OH:60])=[O:51])[N:24]([CH2:23][C:22]4[CH:41]=[CH:42][C:43]([O:45][C:46]([F:48])([F:49])[F:47])=[CH:44][C:21]=4[CH3:20])[C:25]=3[CH:30]=2)=[N:34][CH:35]=1. Procedure: The title compound was prepared using analogous conditions described in Example 92 using 2-((3-fluoro-4-nitrophenoxy)methyl)-5-methylpyridine in Step B and N1-(2-methyl-4-(trifluoromethoxy)benzyl)-5-((5-methylpyridin-2-yl)methoxy)benzene-1,2-diamine and cis-hexahydroisobenzofuran-1,3-dione in Step D. MS (ESI): mass calcd. for C30H30F3N3O4, 553.20; m/z found, 553.9 [M+H]+. 1H NMR (300 MHz, DMSO-d6) δ 8.34 (s, 1H), 7.66 (s, 1H), 7.60 (d, J=7.3, 1H), 7.37 (d, J=8.2, 1H), 7.32 (s, 1H), 7.15 (s, 2H),...